Dataset: the Open Reaction Database (ORD), a public repository of structured organic reaction records. Task: describe an organic reaction: reactants, conditions, products, and yield Starting materials: C(C)N(CCCC1=CC=C(C=C1)CCCN(CC)CC)CC (1,4-bis(3-diethylaminopropyl)benzene), C(C)O (ethanol), C(C)I (ethyl iodide). The product is [I-].[I-].C(C)[N+](CCCC1=CC=C(C=C1)CCC[N+](CC)(CC)CC)(CC)CC (1,4-Bis(3-triethylammoniopropyl)benzene diiodide). As a reaction SMILES: [CH2:1]([N:3]([CH2:21][CH3:22])[CH2:4][CH2:5][CH2:6][C:7]1[CH:12]=[CH:11][C:10]([CH2:13][CH2:14][CH2:15][N:16]([CH2:19][CH3:20])[CH2:17][CH3:18])=[CH:9][CH:8]=1)[CH3:2].[CH2:23]([I:25])[CH3:24].[CH2:26](O)[CH3:27]>>[I-:25].[I-:25].[CH2:19]([N+:16]([CH2:23][CH3:24])([CH2:17][CH3:18])[CH2:15][CH2:14][CH2:13][C:10]1[CH:9]=[CH:8][C:7]([CH2:6][CH2:5][CH2:4][N+:3]([CH2:26][CH3:27])([CH2:1][CH3:2])[CH2:21][CH3:22])=[CH:12][CH:11]=1)[CH3:20] |f:3.4.5|. Procedure details: 304 mg of 1,4-bis(3-diethylaminopropyl)benzene was dissolved in 2.5 ml of absolute ethanol, and after dropwise addition of 1.56 g of ethyl iodide, the mixture was refluxed for 1.5 hours in dark. After cooling, ethanol was partially removed under reduced pressure, the resulting crystal was filtered, quickly washed with ethanol and dried in vacuo to obtain 461 mg of the title compound as a colorless crystal.